Dataset: the Open Reaction Database (ORD), a public repository of structured organic reaction records. Task: describe an organic reaction: reactants, conditions, products, and yield Starting materials: C=CCOCC1COCC(COCC(=O)N(CCC)CCC)O1, C1CCNCC1, CC(=O)O, CC(C)=O, ClC(Cl)Cl, Cl, [K+], O=[Mn](=O)(=O)[O-], [Na+], O, O=S([O-])O. The product is CCCN(CCC)C(=O)COCC1COCC(COCC(=O)O)O1. Reaction SMILES: [CH2:1]([CH:2]=[CH2:3])[O:4][CH2:5][CH:6]1[CH2:7][O:8][CH2:9][CH:10]([CH2:12][O:13][CH2:14][C:15](=[O:16])[N:17]([CH2:18][CH2:19][CH3:20])[CH2:21][CH2:22][CH3:23])[O:11]1.[CH2:24]1[CH2:25][CH2:26][NH:27][CH2:28][CH2:29]1.[CH3:42][C:43]([OH:44])=[O:45].[CH3:46][C:47](=[O:48])[CH3:49].[CH:51]([Cl:52])([Cl:53])[Cl:54].[ClH:36].[K+:35].[Mn:30]([O-:31])(=[O:32])(=[O:33])=[O:34].[Na+:41].[OH2:50].[S:37](=[O:38])([OH:39])[O-:40]>>[O:4]([CH2:5][CH:6]1[CH2:7][O:8][CH2:9][CH:10]([CH2:12][O:13][CH2:14][C:15](=[O:16])[N:17]([CH2:18][CH2:19][CH3:20])[CH2:21][CH2:22][CH3:23])[O:11]1)[CH2:42][C:43]([OH:44])=[O:45]. The reactants are BrC(=C(F)F)F (bromotrifluoroethylene), ClC(F)(F)Cl (dichlorodifluoromethane), FOC(F)(F)OF (bis(fluoroxy)difluoromethane). Solvent: N#N (N2). Run at temperature -70 celsius. Product: BrC1(OC(OC1(F)F)(F)F)F (4-bromo-2,2,4,5,5-pentafluoro-1,3-dioxolane). As a reaction SMILES: ClC(Cl)(F)F.F[O:7][C:8]([O:11]F)([F:10])[F:9].[Br:13][C:14]([F:18])=[C:15]([F:17])[F:16]>N#N>[Br:13][C:14]1([F:18])[C:15]([F:17])([F:16])[O:11][C:8]([F:10])([F:9])[O:7]1. Procedure: Into a multineck glass reactor equipped with: magnetic entrainment mechanical stirrer, reflux cooler, thermocouple, inner plunging pipes for introducing the reagents, and maintained at a temperature of -70° C., there were simultaneously fed--after having introduced 75 ml of dichlorodifluoromethane--0.75 l of bis(fluoroxy)difluoromethane at a flowrate of 0.375 l/h diluted with N2 (0.5 l/h) and bromotrifluoroethylene (5.4 g/h) for 2 hours. The reactants are Cl (HCl), CN1N=CC(=C1)N1C=C(C2=CC=CC=C12)C(=O)OC (methyl 1-(1-methyl-1H-pyrazol-4-yl)-1H-indole-3-carboxylate), C(=O)(C(F)(F)F)O (TFA), [OH-].[K+] (KOH). Solvent: CO (MeOH). Conditions: time 8 hour. The product is Cl.CN1N=CC(=C1)N1C=C(C2=CC=CC=C12)C(=O)O (1-(1-methyl-1H-pyrazol-4-yl)-1H-indole-3-carboxylic acid hydrochloride). RXN SMILES: [CH3:1][N:2]1[CH:6]=[C:5]([N:7]2[C:15]3[C:10](=[CH:11][CH:12]=[CH:13][CH:14]=3)[C:9]([C:16]([O:18]C)=[O:17])=[CH:8]2)[CH:4]=[N:3]1.C(O)(C(F)(F)F)=O.[OH-].[K+].[ClH:29]>CO>[ClH:29].[CH3:1][N:2]1[CH:6]=[C:5]([N:7]2[C:15]3[C:10](=[CH:11][CH:12]=[CH:13][CH:14]=3)[C:9]([C:16]([OH:18])=[O:17])=[CH:8]2)[CH:4]=[N:3]1 |f:2.3,6.7|. Procedure: To a solution of methyl 1-(1-methyl-1H-pyrazol-4-yl)-1H-indole-3-carboxylate, TFA (3.5 mg, 9.48 μmol) in MeOH (95 μl) was added a solution of aq. KOH (33.2 μl, 0.066 mmol, 2 M). The reaction mixture was stirred at RT overnight, then acidified with 1N HCl. The solvent was evaporated under reduced pressure and the residue was dried under vacuum overnight. The title compound was used without further purification. Reactants: ClC=1C(=NC2=CC(=CC=C2N1)OC)O[C@@H]1C[C@H](N(C1)C(=O)OC(C)(C)C)C(=O)OC (1-tert-butyl 2-methyl (2S,4R)-4-[(3-chloro-7-methoxyquinoxalin-2-yl)oxy]pyrrolidine-1,2-dicarboxylate), Cl (HCl), O1CCOCC1 (dioxane), Cl (HCl), O1CCOCC1 (dioxane). Run in C(Cl)Cl (CH2Cl2). Run at temperature 20 celsius, time 2 hour. Yields the product Cl.ClC=1C(=NC2=CC(=CC=C2N1)OC)O[C@@H]1C[C@H](NC1)C(=O)OC (methyl (4R)-4-[(3-chloro-7-methoxyquinoxalin-2-yl)oxy]-L-prolinate hydrochloride). The yield is 95.0%. Reaction SMILES: [Cl:1][C:2]1[C:3]([O:14][C@H:15]2[CH2:19][N:18](C(OC(C)(C)C)=O)[C@H:17]([C:27]([O:29][CH3:30])=[O:28])[CH2:16]2)=[N:4][C:5]2[C:10]([N:11]=1)=[CH:9][CH:8]=[C:7]([O:12][CH3:13])[CH:6]=2.Cl.O1CCOCC1>C(Cl)Cl>[ClH:1].[Cl:1][C:2]1[C:3]([O:14][C@H:15]2[CH2:19][NH:18][C@H:17]([C:27]([O:29][CH3:30])=[O:28])[CH2:16]2)=[N:4][C:5]2[C:10]([N:11]=1)=[CH:9][CH:8]=[C:7]([O:12][CH3:13])[CH:6]=2 |f:4.5|. Procedure details: A solution (0.62 M) of 1-tert-butyl 2-methyl (2S,4R)-4-[(3-chloro-7-methoxyquinoxalin-2-yl)oxy]pyrrolidine-1,2-dicarboxylate in CH2Cl2 was treated with a solution (4 M) of HCl in dioxane (5 eq). The mixture was stirred at 20° C. for 2 h, then treated with a solution (4 M) of HCl in dioxane (2 eq). After 5 h, the reaction was judged complete and the mixture was concentrated under reduced pressure. The residue was triturated with Et2O to give the title compound (95%) as a solid. MS (ES+) m/z 338 (... Yields the product COC(NC=1SC2=C(N1)C(=CC=C2C=2N=C(NC2)N)OC)=O ([7-(2-Amino-1H-imidazol-4-yl)-4-methoxy-benzothiazol-2-yl]-carbamic acid methyl ester). Procedure details: 0.04 g of [7-(2-tert-butoxycarbonylamino-1H-imidazol-4-yl)-4-methoxy-benzothiazol-2-yl]-carbamic acid methyl ester (0.0001 Mol) were heated to 60° C. in HCl/MeOH (2.5 M, 2 ml). After evaporation of the solvent the residue was dissolved in water (5 ml) and the pH was adjusted to 8 with sat. NaHCO3. The water was evaporated and the residue triturated in ethyl acetate where a precipitation formed. This was isolated and dried to yield the title compound as a grey solid (16%); F.p.: 225-235° C. Isolated yield 16.0%. RXN SMILES: [CH3:1][O:2][C:3](=[O:29])[NH:4][C:5]1[S:6][C:7]2[C:13]([C:14]3[N:15]=[C:16]([NH:19]C(OC(C)(C)C)=O)[NH:17][CH:18]=3)=[CH:12][CH:11]=[C:10]([O:27][CH3:28])[C:8]=2[N:9]=1>Cl.CO>[CH3:1][O:2][C:3](=[O:29])[NH:4][C:5]1[S:6][C:7]2[C:13]([C:14]3[N:15]=[C:16]([NH2:19])[NH:17][CH:18]=3)=[CH:12][CH:11]=[C:10]([O:27][CH3:28])[C:8]=2[N:9]=1 |f:1.2|. The solvent is Cl.CO (HCl MeOH). Starting materials: COC(NC=1SC2=C(N1)C(=CC=C2C=2N=C(NC2)NC(=O)OC(C)(C)C)OC)=O ([7-(2-tert-butoxycarbonylamino-1H-imidazol-4-yl)-4-methoxy-benzothiazol-2-yl]-carbamic acid methyl ester). The reactants are CC1=C(C=CC=C1)NC1=C(C=NC=2N1N=CC2C(=O)O)C(=O)N2CCC(CC2)C2=CC=CC=C2 (7-(2-Methylphenylamino)-6-(4-phenylpiperidine-1-carbonyl)pyrazolo[1,5-a]pyrimidine-3-carboxylic acid), C(C)S(=O)(=O)N (ethanesulfonamide). The product is CC1=C(C=CC=C1)NC1=C(C=NC=2N1N=CC2C(=O)NS(=O)(=O)CC)C(=O)N2CCC(CC2)C2=CC=CC=C2 (N-[7-(2-Methylphenylamino)-6-(4-phenylpiperidine-1-carbonyl)pyrazolo[1,5-a]pyrimidine-3-carbonyl]ethanesulfonamide). Yield: 58.2%. RXN SMILES: [CH3:1][C:2]1[CH:7]=[CH:6][CH:5]=[CH:4][C:3]=1[NH:8][C:9]1[N:14]2[N:15]=[CH:16][C:17]([C:18](O)=[O:19])=[C:13]2[N:12]=[CH:11][C:10]=1[C:21]([N:23]1[CH2:28][CH2:27][CH:26]([C:29]2[CH:34]=[CH:33][CH:32]=[CH:31][CH:30]=2)[CH2:25][CH2:24]1)=[O:22].[CH2:35]([S:37]([NH2:40])(=[O:39])=[O:38])[CH3:36]>>[CH3:1][C:2]1[CH:7]=[CH:6][CH:5]=[CH:4][C:3]=1[NH:8][C:9]1[N:14]2[N:15]=[CH:16][C:17]([C:18]([NH:40][S:37]([CH2:35][CH3:36])(=[O:39])=[O:38])=[O:19])=[C:13]2[N:12]=[CH:11][C:10]=1[C:21]([N:23]1[CH2:24][CH2:25][CH:26]([C:29]2[CH:34]=[CH:33][CH:32]=[CH:31][CH:30]=2)[CH2:27][CH2:28]1)=[O:22]. Reported procedure: In the same manner as in Example 1, step 6 and using 7-(2-methylphenylamino)-6-(4-phenylpiperidine-1-carbonyl)pyrazolo[1,5-a]pyrimidine-3-carboxylic acid (0.30 g, 0.66 mmol) obtained in step 2 and ethanesulfonamide (0.35 g, 3.30 mmol), the title compound (0.21 g, 58%) was obtained. Starting materials: N1(C(OC(C)(C)C)=O)C[C@@H](CCC1)O, c1(c(cccc1)Br)OCC. Reagents/catalysts: c1ccc(cc1)-c2c3ccccc3cc4ccccc24 (9-Phenylanthracene), [Li+].C[Si](C)(C)[N-][Si](C)(C)C (LiHMDS), c1(cc(cc(c1c1c(ccc(c1P(C1CCCCC1)C1CCCCC1)OC)OC)C(C)C)C(C)C)C(C)C.c1(c(cccc1)[Pd]Cl)CCN (BrettPhos Palladacycle). Run in CCC(C)(C)O (t-AmOH). Run at temperature 100 celsius, time 18 hour. The product is CCOc1ccccc1O[C@@H]2CCCN(C2)C(=O)OC(C)(C)C. RXN SMILES: [CH3:1][CH2:2][O:3][c:4]1[c:9](Br)[cH:8][cH:7][cH:6][cH:5]1.[CH3:10][C:11]([O:14][C:15]([N:17]1[CH2:23][C@H:21]([OH:22])[CH2:20][CH2:19][CH2:18]1)=[O:16])([CH3:13])[CH3:12]>>[CH3:1][CH2:2][O:3][c:4]1[c:9]([O:22][C@H:21]2[CH2:23][N:17]([C:15]([O:14][C:11]([CH3:13])([CH3:12])[CH3:10])=[O:16])[CH2:18][CH2:19][CH2:20]2)[cH:8][cH:7][cH:6][cH:5]1.